From a dataset of the Open Reaction Database (ORD), a public repository of structured organic reaction records. describe an organic reaction: reactants, conditions, products, and yield Product: COC(=O)C(CC1CCOCC1)c1cc(SC)n(C)n1. Reactants: [Li]CCCC, COC(=O)Cc1cc(SC)n(C)n1, CCCCCC, CC(C)NC(C)C, ICC1CCOCC1, C1CCOC1, O=C(O)CC(O)(CC(=O)O)C(=O)O. As a reaction SMILES: [CH2:8]([Li:9])[CH2:10][CH2:11][CH3:12].[CH3:13][n:14]1[n:15][c:16]([CH2:21][C:22](=[O:23])[O:24][CH3:25])[cH:17][c:18]1[S:19][CH3:20].[CH3:52][CH2:53][CH2:54][CH2:55][CH2:56][CH3:57].[CH:1]([NH:2][CH:3]([CH3:4])[CH3:5])([CH3:6])[CH3:7].[I:26][CH2:27][CH:28]1[CH2:29][CH2:30][O:31][CH2:32][CH2:33]1.[O:47]1[CH2:48][CH2:49][CH2:50][CH2:51]1.[OH:34][C:35]([CH2:36][C:37]([C:38](=[O:39])[OH:40])([CH2:41][C:42](=[O:43])[OH:44])[OH:45])=[O:46]>>[CH3:13][n:14]1[n:15][c:16]([CH:21]([C:22](=[O:23])[O:24][CH3:25])[CH2:27][CH:28]2[CH2:29][CH2:30][O:31][CH2:32][CH2:33]2)[cH:17][c:18]1[S:19][CH3:20]. The reactants are C1CCOC1, COC(=O)CC1=C(C)Cc2ccc(F)cc21. As a reaction SMILES: [CH2:17]1[O:18][CH2:19][CH2:20][CH2:21]1.[F:1][c:2]1[cH:3][c:4]2[c:8]([cH:9][cH:10]1)[CH2:7][C:6]([CH3:11])=[C:5]2[CH2:12][C:13](=[O:14])[O:15][CH3:16]>>[F:1][c:2]1[cH:3][c:4]2[c:8]([cH:9][cH:10]1)[CH2:7][C:6]([CH3:11])=[C:5]2[CH2:12][CH2:13][OH:14]. Yields the product CC1=C(CCO)c2cc(F)ccc2C1. Starting materials: OCC1CNCCC1 (3-hydroxymethylpiperidine), C(=O)(O)[O-].[Na+] (NaHCO3), C(C1=CC=CC=C1)OC(=O)Cl (benzyl-chloroformate). The solvent is C(Cl)(Cl)Cl (CHCl3). Run at time 5 hour. Yields the product C(C1=CC=CC=C1)OC(=O)N1CC(CCC1)CO (1-Benzyloxycarbonyl-3-hydroxymethylpiperidine). As a reaction SMILES: [OH:1][CH2:2][CH:3]1[CH2:8][CH2:7][CH2:6][NH:5][CH2:4]1.C([O-])(O)=O.[Na+].[CH2:14]([O:21][C:22](Cl)=[O:23])[C:15]1[CH:20]=[CH:19][CH:18]=[CH:17][CH:16]=1>C(Cl)(Cl)Cl>[CH2:14]([O:21][C:22]([N:5]1[CH2:6][CH2:7][CH2:8][CH:3]([CH2:2][OH:1])[CH2:4]1)=[O:23])[C:15]1[CH:20]=[CH:19][CH:18]=[CH:17][CH:16]=1 |f:1.2|. Reported procedure: To a stirred solution of 3-hydroxymethylpiperidine (5 g, 43.4 mmol, 1 eq) in CHCl3 (150 mL) was added saturated aqueous NaHCO3 (150 mL). To the vigorously stirred mixture was added benzyl-chloroformate (6.8 mnL, 47.74 mmol, 1.1 eq) via syringe. The mixture was stirred 5 h. The layers were separated and the aqueous layer was extracted 2× with CH2Cl2. The organic layers were combined, dried over anhydrous Na2SO4, filtered and concentrated. The material was used crude. The reactants are C(CC(=O)OC(C)(C)C)(=O)OCC1=CC=CC=C1 (benzyl tert-butyl malonate), BrCC[C@H](C(=O)OC(C)(C)C)NC(=O)OC(C)(C)C (tert-butyl (2R)-4-bromo-2-[(tert-butoxycarbonyl)amino]butanoate), [H-].[Na+] (sodium hydride). Procedure: To a suspension of 66 mg sodium hydride (60% in oil, 1.66 mmol) in N,N-dimethyl-formamide (10 mL) was added a solution of 456 mg benzyl tert-butyl malonate (commercial, 1.82 mmol) in N,N-dimethylformamide (5 mL) at room temperature. The mixture was stirred for one hour at room temperature before a solution of 560 mg tert-butyl (2R)-4-bromo-2-[(tert-butoxycarbonyl)amino]butanoate (1.66 mmol) in N,N-dimethylformamide (5 mL) was added. The mixture was stirred for 60 hours at room temperature and wa... The yield is 46.3%. Conditions: time 60 hour. RXN SMILES: [H-].[Na+].[C:3]([O:13][CH2:14][C:15]1[CH:20]=[CH:19][CH:18]=[CH:17][CH:16]=1)(=[O:12])[CH2:4][C:5]([O:7][C:8]([CH3:11])([CH3:10])[CH3:9])=[O:6].Br[CH2:22][CH2:23][C@@H:24]([NH:32][C:33]([O:35][C:36]([CH3:39])([CH3:38])[CH3:37])=[O:34])[C:25]([O:27][C:28]([CH3:31])([CH3:30])[CH3:29])=[O:26]>CN(C)C=O>[CH2:14]([O:13][C:3]([CH:4]([CH2:22][CH2:23][C@@H:24]([NH:32][C:33]([O:35][C:36]([CH3:37])([CH3:39])[CH3:38])=[O:34])[C:25]([O:27][C:28]([CH3:29])([CH3:30])[CH3:31])=[O:26])[C:5]([O:7][C:8]([CH3:11])([CH3:10])[CH3:9])=[O:6])=[O:12])[C:15]1[CH:16]=[CH:17][CH:18]=[CH:19][CH:20]=1 |f:0.1|. Solvent: CN(C=O)C (N,N-dimethylformamide), CN(C=O)C (N,N-dimethylformamide), CN(C=O)C (N,N-dimethyl-formamide). Product: C(C1=CC=CC=C1)OC(=O)C(C(=O)OC(C)(C)C)CC[C@H](C(=O)OC(C)(C)C)NC(=O)OC(C)(C)C (Di-tert-butyl (5R)-2-(benzyloxycarbonyl)-5-[(tert-butoxycarbonyl)amino]hexanedioate). Starting materials: BrC=1C=C(N(C1)C1=CC=C(C=C1)CO[Si](C1=CC=CC=C1)(C1=CC=CC=C1)C(C)(C)C)C#N (4-bromo-1-(4-tert-butyldiphenylsilyloxymethylphenyl)pyrrole-2-carbonitrile), C[Sn](C)(C)N=[N+]=[N-] (trimethyltin azide), C=1(C(=CC=CC1)C)C (xylene). Reaction conditions: temperature 120 celsius, time 14 hour. Product: BrC=1C=C(N(C1)C1=CC=C(C=C1)CO[Si](C1=CC=CC=C1)(C1=CC=CC=C1)C(C)(C)C)C1=NN=NN1C(C1=CC=CC=C1)(C1=CC=CC=C1)C1=CC=CC=C1 (4-bromo-1-(4-tert-butyldiphenylsilyloxymethylphenyl)-2-(1-trityl-1H-tetrazol-5-yl)pyrrole). RXN SMILES: [Br:1][C:2]1[CH:3]=[C:4]([C:32]#[N:33])[N:5]([C:7]2[CH:12]=[CH:11][C:10]([CH2:13][O:14][Si:15]([C:28]([CH3:31])([CH3:30])[CH3:29])([C:22]3[CH:27]=[CH:26][CH:25]=[CH:24][CH:23]=3)[C:16]3[CH:21]=[CH:20][CH:19]=[CH:18][CH:17]=3)=[CH:9][CH:8]=2)[CH:6]=1.C[Sn]([N:38]=[N+:39]=[N-:40])(C)C.[C:41]1([CH3:48])[C:42](C)=[CH:43][CH:44]=[CH:45][CH:46]=1>>[Br:1][C:2]1[CH:3]=[C:4]([C:32]2[N:38]([C:48]([C:41]3[CH:46]=[CH:45][CH:44]=[CH:43][CH:42]=3)([C:16]3[CH:21]=[CH:20][CH:19]=[CH:18][CH:17]=3)[C:7]3[CH:12]=[CH:11][CH:10]=[CH:9][CH:8]=3)[N:39]=[N:40][N:33]=2)[N:5]([C:7]2[CH:8]=[CH:9][C:10]([CH2:13][O:14][Si:15]([C:28]([CH3:29])([CH3:30])[CH3:31])([C:16]3[CH:21]=[CH:20][CH:19]=[CH:18][CH:17]=3)[C:22]3[CH:23]=[CH:24][CH:25]=[CH:26][CH:27]=3)=[CH:11][CH:12]=2)[CH:6]=1. Procedure details: A mixture of 4-bromo-1-(4-tert-butyldiphenylsilyloxymethylphenyl)pyrrole-2-carbonitrile (2.02 g) and trimethyltin azide (2.42 g) in xylene (20 ml) was stirred at 120° C. for 14 hours. After cooled to ambient temperature, the reaction mixture was concentrated in vacuo. To the residue was added trityl chloride (42 mg), triethylamine (50 μl) and methylene chloride (1 ml), and the mixture was treated in a conventional manner to give 4-bromo-1-(4-tert-butyldiphenylsilyloxymethylphenyl)-2-(1-trityl-1H... Reactants: [Ca] (calcium), C(=O)([O-])[C@H](O)[C@@H](O)C(=O)[O-] (L-tartrate), C(\C=C/C(=O)O)(=O)[O-].[Na+] (monosodium maleate). The product is C(=O)([O-])C(O)C(O)C(=O)[O-].C(\C=C/C(=O)[O-])(=O)[O-] (tartrate maleate). RXN SMILES: [Ca].[C:2]([C@@H:5]([C@H:7]([C:9]([O-:11])=[O:10])[OH:8])[OH:6])([O-:4])=[O:3].[C:12]([O-:19])(=[O:18])/[CH:13]=[CH:14]\[C:15]([OH:17])=[O:16].[Na+]>>[C:2]([CH:5]([CH:7]([C:9]([O-:11])=[O:10])[OH:8])[OH:6])([O-:4])=[O:3].[C:12]([O-:19])(=[O:18])/[CH:13]=[CH:14]\[C:15]([O-:17])=[O:16] |f:2.3,4.5|. Reported procedure: In the production of HOPTC and DOOHC it is preferred that calcium D, L-tartrate and monosodium maleate slurry obtained from the tartrate/maleate removal step is added to the calcium maleate while heating to a boil at atmospheric pressure. The mixture is held at boiling for about 15 minutes to ensure conversion of all of the calcium carbonate to the maleate. The mixture is then charged to the synthesis reactor for the preparation of additional HOPTC and DOOHC. During transfer to the synthesis rea... The reactants are CC(=O)OC(=O)C (Acetanhydride), [N+](=O)([O-])C=1C=CC(=NC1)OC=1C=C2C(CC(OC2=CC1)C1=CC=CC=C1)O (6-(5-nitropyridin-2-yloxy)-2-phenylchroman-4-ol). Solvent: N1=CC=CC=C1 (pyridine), ice water. Yields the product [N+](=O)([O-])C=1C=CC(=NC1)OC=1C=C2C(CC(OC2=CC1)C1=CC=CC=C1)OC(C)=O (Acetic Acid 6-(5-nitropyridin-2-yloxy)-2-phenylchroman-4-yl Ester). RXN SMILES: [CH3:1][C:2]([O:4][C:5]([CH3:7])=O)=[O:3].[N+:8]([C:11]1[CH:12]=[CH:13][C:14]([O:17][C:18]2[CH:19]=[C:20]3[C:25](=[CH:26][CH:27]=2)[O:24][CH:23]([C:28]2[CH:33]=[CH:32][CH:31]=[CH:30][CH:29]=2)CC3O)=[N:15][CH:16]=1)([O-:10])=[O:9]>N1C=CC=CC=1>[N+:8]([C:11]1[CH:12]=[CH:13][C:14]([O:17][C:18]2[CH:27]=[C:26]3[C:25](=[CH:20][CH:19]=2)[O:24][CH:23]([C:28]2[CH:29]=[CH:30][CH:31]=[CH:32][CH:33]=2)[CH2:7][CH:5]3[O:4][C:2](=[O:3])[CH3:1])=[N:15][CH:16]=1)([O-:10])=[O:9]. Reported procedure: Acetanhydride (0.26 ml) was added dropwise into a solution of 100 mg of 6-(5-nitropyridin-2-yloxy)-2-phenylchroman-4-ol (Example 8(b)) in dry pyridine. The reaction mixture was refluxed for 1½ hours. It was then poured in ice-water and extracted with ethyl acetate. The organic phase was washed with 1 M HCl-solution, water and saturated NaCl-solution. It was then dried with MgSO4 and evaporated to dryness. 1H NMR (400 MHz, d6-DMSO) δ: 9.05 (d, 1H, J 2.8 Hz), 8.61 (dd, 1H, J 9.1, 2.8 Hz), 7.52-7.3... Starting materials: FC(C1=NN2C(C=CC=C2)=C1C(=O)OCC)(F)F (ethyl 2-trifluoromethylpyrazolo[1,5-α]pyridine-3-carboxylate), [H-].[Al+3].[Li+].[H-].[H-].[H-] (lithium aluminum hydride), aqueous solution, [OH-].[Na+] (sodium hydroxide), CO (methanol). Run in O1CCCC1 (tetrahydrofuran), O1CCCC1 (tetrahydrofuran). Run at temperature 70 celsius, time 3 hour. Product: FC(C1=NN2C(C=CC=C2)=C1CO)(F)F ((2-trifluoromethylpyrazolo[1,5-α]pyridin-3-yl)methanol). Yield: 96.7%. RXN SMILES: [F:1][C:2]([F:18])([F:17])[C:3]1[C:11]([C:12](OCC)=[O:13])=[C:6]2[CH:7]=[CH:8][CH:9]=[CH:10][N:5]2[N:4]=1.[H-].[Al+3].[Li+].[H-].[H-].[H-].CO.[OH-].[Na+]>O1CCCC1>[F:18][C:2]([F:1])([F:17])[C:3]1[C:11]([CH2:12][OH:13])=[C:6]2[CH:7]=[CH:8][CH:9]=[CH:10][N:5]2[N:4]=1 |f:1.2.3.4.5.6,8.9|. Procedure: A solution of 2.8 g (11 mmol) of ethyl 2-trifluoromethylpyrazolo[1,5-α]pyridine-3-carboxylate in 50 ml of tetrahydrofuran is added dropwise to a suspension of 0.5 g (12 mmol) of lithium aluminum hydride in 45 ml of tetrahydrofuran. The reaction medium is then stirred at 70° C. for 3 h. After dropwise addition of 2.5 ml of methanol and then of 1.8 ml of an aqueous solution of sodium hydroxide having a concentration of 2N, the reaction medium is stirred for 20 min at ambient temperature and then f...